Dataset: the Open Reaction Database (ORD), a public repository of structured organic reaction records. Task: describe an organic reaction: reactants, conditions, products, and yield Starting materials: BrC=1C=C(C2=C(N1)NN=C2)C(=O)OCC (Ethyl 6-bromo-1H-pyrazolo[3,4-b]pyridine-4-carboxylate), C(=O)([O-])[O-].[K+].[K+] (K2CO3), BrC1CCCCC1 (bromocyclohexane). Solvent: C(C)#N (acetonitrile). Yields the product BrC=1C=C(C2=C(N1)N(N=C2)C2CCCCC2)C(=O)OCC (ethyl 6-bromo-1-cyclohexyl-1H-pyrazolo[3,4-b]pyridine-4-carboxylate). RXN SMILES: [Br:1][C:2]1[CH:3]=[C:4]([C:11]([O:13][CH2:14][CH3:15])=[O:12])[C:5]2[CH:10]=[N:9][NH:8][C:6]=2[N:7]=1.C([O-])([O-])=O.[K+].[K+].Br[CH:23]1[CH2:28][CH2:27][CH2:26][CH2:25][CH2:24]1>C(#N)C>[Br:1][C:2]1[CH:3]=[C:4]([C:11]([O:13][CH2:14][CH3:15])=[O:12])[C:5]2[CH:10]=[N:9][N:8]([CH:23]3[CH2:28][CH2:27][CH2:26][CH2:25][CH2:24]3)[C:6]=2[N:7]=1 |f:1.2.3|. Procedure: Ethyl 6-bromo-1H-pyrazolo[3,4-b]pyridine-4-carboxylate (1 equiv.) was suspended in acetonitrile and K2CO3 (1.5 equiv.) and bromocyclohexane (2 equiv.) was added to it. The reaction mixture was refluxed for 8 h. On completion, acetonitrile was removed under reduced pressure and water was added to it. Extraction was carried out using ethyl acetate; the combined organic layers were washed with water, brine and dried over anhydrous Na2SO4. Solvent was removed under reduced pressure and residue was p... Yields the product BrC=1C=C2CCOC(C2=CC1)=O (6-bromo-3,4-dihydro-1H-isochromen-1-one). Starting materials: BrC1=CC(=C(C#N)C=C1)C (4-bromo-2-methylbenzonitrile), OS(=O)(=O)O (H2SO4), CN(C)C=O (DMF), [BH4-].[Na+] (NaBH4), [Li]CCCC (n-BuLi), C(C)(C)NC(C)C (diisopropylamine). Procedure: A 250-mL, three-necked, round-bottomed flask equipped with a septum, nitrogen inlet needle, and thermocouple was charged with diisopropylamine (3.10 g, 30.6 mmol) and 30 mL of THF. The reaction mixture was cooled at −20° C. while n-BuLi (2.5 M, 12.2 mL, 30.6 mmol) was added dropwise via syringe keeping the internal temperature below 0° C. The resulting reaction mixture was stirred at 0° C. for 15 min. The reaction mixture was then cooled at −40° C. while 4-bromo-2-methylbenzonitrile (4.00 g, 20.... RXN SMILES: C(NC(C)C)(C)C.[Li]CCCC.[Br:13][C:14]1[CH:21]=[CH:20][C:17]([C:18]#N)=[C:16]([CH3:22])[CH:15]=1.CN([CH:26]=[O:27])C.[BH4-].[Na+].[OH:30]S(O)(=O)=O>C1COCC1.CCOC(C)=O>[Br:13][C:14]1[CH:15]=[C:16]2[C:17](=[CH:20][CH:21]=1)[C:18](=[O:30])[O:27][CH2:26][CH2:22]2 |f:4.5|. Conditions: temperature 0 celsius, time 15 minute. The solvent is C1CCOC1 (THF), CCOC(=O)C (EtOAc), C1CCOC1 (THF). Starting materials: FC=1C(=C(C=CC1)N)N (3-fluorophenylenediamine), C([O-])(O)=O.[Na+] (sodium bicarbonate), C(C)OC(=O)C1CCN(CC1)CCC#N (1-(2-Cyano-ethyl)-piperidine-4-carboxylic acid ethyl ester), C(C)O (ethanol), Cl (hydrochloric acid). Solvent: C(Cl)(Cl)Cl (chloroform), C(Cl)(Cl)Cl (chloroform). Run at time 20 hour. The product is C(C)OC(=O)C1CCN(CC1)CCC1=NC2=C(N1)C=CC=C2F (1-[2-(4-Fluoro-1H-benzoimidazol-2-yl)-ethyl]-piperidine-4-carboxylic acid ethyl ester). Yield: 54.3%. Reaction SMILES: [CH2:1]([O:3][C:4]([CH:6]1[CH2:11][CH2:10][N:9]([CH2:12][CH2:13][C:14]#[N:15])[CH2:8][CH2:7]1)=[O:5])[CH3:2].C(O)C.Cl.[F:20][C:21]1[C:22](N)=[C:23]([NH2:27])[CH:24]=[CH:25][CH:26]=1.C(=O)(O)[O-].[Na+]>C(Cl)(Cl)Cl>[CH2:1]([O:3][C:4]([CH:6]1[CH2:7][CH2:8][N:9]([CH2:12][CH2:13][C:14]2[NH:27][C:23]3[CH:24]=[CH:25][CH:26]=[C:21]([F:20])[C:22]=3[N:15]=2)[CH2:10][CH2:11]1)=[O:5])[CH3:2] |f:4.5|. Procedure: A solution of (a) (6.4 g, 30 mmol) and ethanol (2.1 ml, 40 mmol) in chloroform (60 ml) was saturated with gaseous hydrochloric acid at 0° C. for 0.5 hours. The mixture was left 20 hours at 4° C. then concentrated in vacuo to afford a white foam. This was suspended in chloroform (60 ml), treated with 3-fluorophenylenediamine (3.8 g, 30 mmol) and heated under reflux for 1 hour. The mixture was poured onto water. The aqueous phase was then basified with sodium bicarbonate and extracted three times ... The reactants are C(C)OC(CC=1N=C(SC1)NC(=O)OC(C)(C)C)=O ((2-tert-Butoxycarbonylamino-thiazol-4-yl)-acetic acid ethyl ester), C1CCC2=NCCCN2CC1 (DBU), COC1=CC=C(CCl)C=C1 (para-methoxybenzyl chloride). Solvent: ClCCl (dichloromethane). Reaction conditions: time 18 hour. Product: C(C)OC(CC=1N=C(SC1)N(CC1=CC=C(C=C1)OC)C(=O)OC(C)(C)C)=O ({2-[tert-Butoxycarbonyl-(4-methoxy-benzyl)-amino]-thiazol-4-yl}-acetic acid ethyl ester). The yield is 75.4%. Reaction SMILES: [CH2:1]([O:3][C:4](=[O:19])[CH2:5][C:6]1[N:7]=[C:8]([NH:11][C:12]([O:14][C:15]([CH3:18])([CH3:17])[CH3:16])=[O:13])[S:9][CH:10]=1)[CH3:2].C1CCN2C(=NCCC2)CC1.[CH3:31][O:32][C:33]1[CH:40]=[CH:39][C:36]([CH2:37]Cl)=[CH:35][CH:34]=1>ClCCl>[CH2:1]([O:3][C:4](=[O:19])[CH2:5][C:6]1[N:7]=[C:8]([N:11]([C:12]([O:14][C:15]([CH3:18])([CH3:17])[CH3:16])=[O:13])[CH2:37][C:36]2[CH:39]=[CH:40][C:33]([O:32][CH3:31])=[CH:34][CH:35]=2)[S:9][CH:10]=1)[CH3:2]. Reported procedure: To a solution of (2-tert-Butoxycarbonylamino-thiazol-4-yl)-acetic acid ethyl ester (7.5 g, 26.11 mmol) in 100 mL of dry dichloromethane was added DBU (11.96 g, 78.56 mmol) followed by para-methoxybenzyl chloride (6.15 g, 39.28 mmol) and the reaction mixture was stirred for 18 hrs at room temperature. The reaction was quenched with water and the layers were separated. The organic layer was washed with brine and dried over anhydrous sodium sulphate and the solvent was removed in vacuo. The residue... Starting materials: O=C(n1ccnc1)n1ccnc1, CCOC(=O)CC(=O)[O-], COCOc1cccc(CC(=O)O)c1, CCOC(C)=O, [Cl-], [Cl-], Cl, [K], [Mg+2], C1CCOC1, O. The product is CCOC(=O)CC(=O)Cc1cccc(OCOC)c1. RXN SMILES: [C:15]([n:16]1[cH:17][cH:18][n:19][cH:20]1)([n:21]1[cH:22][cH:23][n:24][cH:25]1)=[O:26].[C:28]([CH2:29][C:30]([O-:31])=[O:32])(=[O:33])[O:34][CH2:35][CH3:36].[CH3:1][O:2][CH2:3][O:4][c:5]1[cH:6][c:7]([CH2:11][C:12](=[O:13])[OH:14])[cH:8][cH:9][cH:10]1.[CH3:46][CH2:47][O:48][C:49](=[O:50])[CH3:51].[Cl-:37].[Cl-:39].[ClH:40].[K:27].[Mg+2:38].[O:41]1[CH2:42][CH2:43][CH2:44][CH2:45]1.[OH2:52]>>[CH3:1][O:2][CH2:3][O:4][c:5]1[cH:6][c:7]([CH2:11][C:12](=[O:14])[CH2:29][C:28](=[O:33])[O:34][CH2:35][CH3:36])[cH:8][cH:9][cH:10]1. Reactants: C[Si]([N-][Si](C)(C)C)(C)C.[Li+] (lithium hexamethyldisilazide), [Si](C)(C)(C(C)(C)C)OC[C@H]1N(CC=C1C=1N=C(SC1)S)C(=O)OCC=C (allyl (2S)-2-({[tert-butyl(dimethyl)silyl]oxy}methyl)-3-(2-mercapto-1,3-thiazol-4-yl)-2,5-dihydro-1H-pyrrole-1-carboxylate), ice water, ice water, O(C1=CC=CC=C1)P(OC1=C(N2C([C@@H]([C@H]2[C@H]1C)[C@@H](C)O[Si](C)(C)C)=O)C(=O)OCC=C)OC1=CC=CC=C1 (allyl (4R,5R,6S)-3-[(diphenoxyphosphino)oxy]-4-methyl-7-oxo-6-{(1R)-1-[(trimethylsilyl)oxy]ethyl}-1-azabicyclo[3.2.0]hept-2-ene-2-carboxylate), C(C)#N (acetonitrile), [F-].C(CCC)[N+](CCCC)(CCCC)CCCC (tetrabutylammonium fluoride). Run in C1CCOC1 (THF), C1CCOC1 (THF), C1CCOC1 (THF), C1CCOC1 (THF), C(C)(=O)O (acetic acid). Reaction conditions: time 20 minute. Yields the product C(C=C)OC(=O)N1[C@@H](C(=CC1)C=1N=C(SC1)SC1=C(N2C([C@@H]([C@H]2[C@H]1C)[C@@H](C)O)=O)C(=O)OCC=C)CO (allyl (4R,5S,6S)-3-({4-[(2S)-1-[(allyloxy)carbonyl]-2-(hydroxymethyl)-2,5-dihydro-1H-pyrrol-3-yl]-1,3-thiazol-2-yl}sulfanyl)-6-[(1R)-1-hydroxyethyl]-4-methyl-7-oxo-1-azabicyclo[3.2.0]hept-2-ene-2-carboxylate). The yield is 95.0%. As a reaction SMILES: C[Si](C)(C)[N-][Si](C)(C)C.[Li+].[Si]([O:18][CH2:19][C@@H:20]1[C:24]([C:25]2[N:26]=[C:27]([SH:30])[S:28][CH:29]=2)=[CH:23][CH2:22][N:21]1[C:31]([O:33][CH2:34][CH:35]=[CH2:36])=[O:32])(C(C)(C)C)(C)C.O(P(OC1C=CC=CC=1)O[C:46]1[C@H:52]([CH3:53])[C@H:51]2[N:48]([C:49](=[O:61])[C@@H:50]2[C@H:54]([O:56][Si](C)(C)C)[CH3:55])[C:47]=1[C:62]([O:64][CH2:65][CH:66]=[CH2:67])=[O:63])C1C=CC=CC=1.C(#N)C.[F-].C([N+](CCCC)(CCCC)CCCC)CCC>C1COCC1.C(O)(=O)C>[CH2:34]([O:33][C:31]([N:21]1[CH2:22][CH:23]=[C:24]([C:25]2[N:26]=[C:27]([S:30][C:46]3[C@H:52]([CH3:53])[C@H:51]4[N:48]([C:49](=[O:61])[C@@H:50]4[C@H:54]([OH:56])[CH3:55])[C:47]=3[C:62]([O:64][CH2:65][CH:66]=[CH2:67])=[O:63])[S:28][CH:29]=2)[C@H:20]1[CH2:19][OH:18])=[O:32])[CH:35]=[CH2:36] |f:0.1,5.6|. Procedure: A solution of lithium hexamethyldisilazide in THF (1M, 0.16 ml, 0.16 mmol) was added at 0–5° C. to a solution of allyl (2S)-2-({[tert-butyl(dimethyl)silyl]oxy}methyl)-3-(2-mercapto-1,3-thiazol-4-yl)-2,5-dihydro-1H-pyrrole-1-carboxylate (67 mg, 0.16 mmol) in THF (0.3 ml) and the mixture was stirred for 20 minutes. To the reaction solution was added at 0° C. a solution of allyl (4R,5R,6S)-3-[(diphenoxyphosphino)oxy]-4-methyl-7-oxo-6-{(1R)-1-[(trimethylsilyl)oxy]ethyl}-1-azabicyclo[3.2.0]hept-2-ene... Starting materials: [Si](C)(C)(C(C)(C)C)OCC1=C(C=CC=C1)C=1C=CC=2N(C1)C=C(N2)Cl (6-[2-[(tert-butyldimethylsilanyl)oxymethyl]phenyl]-2-chloroimidazo[1,2-a]pyridine), [O-]P(=O)([O-])[O-].[K+].[K+].[K+] (K3PO4), O1C=C(C=C1)B(O)O (3-furanboronic acid). Reagents/catalysts: C(C)O (ethanol), C(C)(=O)[O-].[Pd+2].C(C)(=O)[O-] (palladium acetate), C1(CCCCC1)P(C1=C(C=CC=C1)C1=C(C=CC=C1OC)OC)C1CCCCC1 (2-(dicyclohexyl)phosphino-2′,6′-dimethoxy-1,1′-biphenyl). Run in C1(=CC=CC=C1)C (toluene). Run at temperature 115 celsius. Product: [Si](C)(C)(C(C)(C)C)OCC1=C(C=CC=C1)C=1C=CC=2N(C1)C=C(N2)C2=COC=C2 (6-[2-[(tert-Butyldimethylsilanyl)oxymethyl]phenyl]-2-(furan-3-yl)imidazo[1,2-a]pyridine). Yield: 99.1%. RXN SMILES: [O-]P([O-])([O-])=O.[K+].[K+].[K+].[O:9]1[CH:13]=[CH:12][C:11](B(O)O)=[CH:10]1.[Si:17]([O:24][CH2:25][C:26]1[CH:31]=[CH:30][CH:29]=[CH:28][C:27]=1[C:32]1[CH:33]=[CH:34][C:35]2[N:36]([CH:38]=[C:39](Cl)[N:40]=2)[CH:37]=1)([C:20]([CH3:23])([CH3:22])[CH3:21])([CH3:19])[CH3:18]>C(O)C.C1(C)C=CC=CC=1.C([O-])(=O)C.[Pd+2].C([O-])(=O)C.C1(P(C2CCCCC2)C2C=CC=CC=2C2C(OC)=CC=CC=2OC)CCCCC1>[Si:17]([O:24][CH2:25][C:26]1[CH:31]=[CH:30][CH:29]=[CH:28][C:27]=1[C:32]1[CH:33]=[CH:34][C:35]2[N:36]([CH:38]=[C:39]([C:11]3[CH:12]=[CH:13][O:9][CH:10]=3)[N:40]=2)[CH:37]=1)([C:20]([CH3:23])([CH3:21])[CH3:22])([CH3:19])[CH3:18] |f:0.1.2.3,8.9.10|. Reported procedure: 3 mg of palladium acetate, 11 mg of 2-(dicyclohexyl)phosphino-2′,6′-dimethoxy-1,1′-biphenyl, 270 mg of K3PO4, 110 mg of 3-furanboronic acid and a few drops of ethanol are placed in a reactor containing a mixture of 240 mg of 6-[2-[(tert-butyldimethylsilanyl)oxymethyl]phenyl]-2-chloroimidazo[1,2-a]pyridine in 2 ml of toluene degassed beforehand under an argon stream. The reactor is closed and heated at 115° C. for 16 h. After cooling, the reaction mixture is filtered through celite, washed with d... Reactants: O=C(C(Cl)c1ccccc1)N1CCc2c(cnc3[nH]ncc23)C1, NCCCN1CCCCC1. The product is O=C(C(NCCCN1CCCCC1)c1ccccc1)N1CCc2c(cnc3[nH]ncc23)C1. RXN SMILES: [Cl:11][CH:12]([C:13](=[O:14])[N:15]1[CH2:16][CH2:17][c:18]2[c:19]3[c:20]([n:21][cH:22][c:23]2[CH2:24]1)[nH:25][n:26][cH:27]3)[c:28]1[cH:29][cH:30][cH:31][cH:32][cH:33]1.[N:1]1([CH2:7][CH2:8][CH2:9][NH2:10])[CH2:2][CH2:3][CH2:4][CH2:5][CH2:6]1>>[N:1]1([CH2:7][CH2:8][CH2:9][NH:10][CH:12]([C:13](=[O:14])[N:15]2[CH2:16][CH2:17][c:18]3[c:19]4[c:20]([n:21][cH:22][c:23]3[CH2:24]2)[nH:25][n:26][cH:27]4)[c:28]2[cH:29][cH:30][cH:31][cH:32][cH:33]2)[CH2:2][CH2:3][CH2:4][CH2:5][CH2:6]1. Starting materials: FC(C(=O)N1CCC(CC1)C1=CC=CC=C1)(F)F (2,2,2-Trifluoro-1-(4-phenyl-piperidin-1-yl)-ethanone), C=O (paraformaldehyde), ClCCl (dichloromethane). The reagents and catalysts are [Cl-].[Cl-].[Zn+2] (zinc dichloride). Product: ClCC1=CC=C(C=C1)C1CCN(CC1)C(C(F)(F)F)=O (1-(4-(4-Chloromethyl-phenyl)-piperidin-1-yl)-2,2,2-trifluoro-ethanone). Reaction SMILES: [F:1][C:2]([F:18])([F:17])[C:3]([N:5]1[CH2:10][CH2:9][CH:8]([C:11]2[CH:16]=[CH:15][CH:14]=[CH:13][CH:12]=2)[CH2:7][CH2:6]1)=[O:4].C=O.[Cl:21][CH2:22]Cl>[Cl-].[Cl-].[Zn+2]>[Cl:21][CH2:22][C:14]1[CH:15]=[CH:16][C:11]([CH:8]2[CH2:9][CH2:10][N:5]([C:3](=[O:4])[C:2]([F:1])([F:17])[F:18])[CH2:6][CH2:7]2)=[CH:12][CH:13]=1 |f:3.4.5|. Procedure: A suspension of the product of step i) (18 g), paraformaldehyde (14 g) and zinc dichloride (14 g) in dichloromethane (700 mL) was stirred at room temperature. Hydrogen chloride gas was bubbled through the reaction for 30 minutes. The reaction was stirred at room temperature under a blanket of nitrogen for a further 18 hours. Water (150 mL) was added and the phases separated. The organic phase was dried using magnesium sulfate and concentrated in vacuo to give a green oil which was purified (SiO2... The reactants are CCOC(=O)c1cc(-c2ccc(SC)cc2)n(-c2ccc(C#N)cc2)n1, CCO, [Na+], C1CCOC1, [OH-]. The product is CSc1ccc(-c2cc(C(=O)O)nn2-c2ccc(C#N)cc2)cc1. RXN SMILES: [C:1](#[N:2])[c:3]1[cH:4][cH:5][c:6](-[n:9]2[n:10][c:11]([C:22](=[O:23])[O:24][CH2:25][CH3:26])[cH:12][c:13]2-[c:14]2[cH:15][cH:16][c:17]([S:20][CH3:21])[cH:18][cH:19]2)[cH:7][cH:8]1.[CH3:29][CH2:30][OH:31].[Na+:28].[O:32]1[CH2:33][CH2:34][CH2:35][CH2:36]1.[OH-:27]>>[C:1](#[N:2])[c:3]1[cH:4][cH:5][c:6](-[n:9]2[n:10][c:11]([C:22](=[O:23])[OH:24])[cH:12][c:13]2-[c:14]2[cH:15][cH:16][c:17]([S:20][CH3:21])[cH:18][cH:19]2)[cH:7][cH:8]1.